Dataset: the Open Reaction Database (ORD), a public repository of structured organic reaction records. Task: describe an organic reaction: reactants, conditions, products, and yield Reactants: COC(C1=C(C=C(C(=C1)C1=NC(=NC(=C1)SC1=CC(=CC=C1)O)N)C)OCC)=O (5-[2-Amino-6-(3-hydroxyphenylsulfanyl)pyrimidin-4-yl]-2-ethoxy-4-methylbenzoic acid methyl ester), C([O-])([O-])=O.[Cs+].[Cs+] (cesium carbonate), CN(C=O)C (N,N-dimethylformamide), C(C)(C)(C)OC(NCCCBr)=O (3-bromopropylcarbamic acid tert-butyl ester). Solvent: C(C)(=O)OCC (ethyl acetate). Reaction conditions: time 4 hour. Yields the product COC(C1=C(C=C(C(=C1)C1=NC(=NC(=C1)SC1=CC(=CC=C1)OCCCNC(=O)OC(C)(C)C)N)C)OCC)=O (5-{2-amino-6-[3-(3-tert-butoxycarbonylaminopropoxy)phenylsulfanyl]pyrimidin-4-yl}-2-ethoxy-4-methylbenzoic acid methyl ester). The yield is 94.4%. Reaction SMILES: [CH3:1][O:2][C:3](=[O:29])[C:4]1[CH:9]=[C:8]([C:10]2[CH:15]=[C:14]([S:16][C:17]3[CH:22]=[CH:21][CH:20]=[C:19]([OH:23])[CH:18]=3)[N:13]=[C:12]([NH2:24])[N:11]=2)[C:7]([CH3:25])=[CH:6][C:5]=1[O:26][CH2:27][CH3:28].C(=O)([O-])[O-].[Cs+].[Cs+].CN(C)C=O.[C:41]([O:45][C:46](=[O:52])[NH:47][CH2:48][CH2:49][CH2:50]Br)([CH3:44])([CH3:43])[CH3:42]>C(OCC)(=O)C>[CH3:1][O:2][C:3](=[O:29])[C:4]1[CH:9]=[C:8]([C:10]2[CH:15]=[C:14]([S:16][C:17]3[CH:22]=[CH:21][CH:20]=[C:19]([O:23][CH2:50][CH2:49][CH2:48][NH:47][C:46]([O:45][C:41]([CH3:42])([CH3:44])[CH3:43])=[O:52])[CH:18]=3)[N:13]=[C:12]([NH2:24])[N:11]=2)[C:7]([CH3:25])=[CH:6][C:5]=1[O:26][CH2:27][CH3:28] |f:1.2.3|. Procedure: 5-[2-Amino-6-(3-hydroxyphenylsulfanyl)pyrimidin-4-yl]-2-ethoxy-4-methylbenzoic acid methyl ester (110 mg, 0.27 mmol) obtained in Step 1 above, cesium carbonate (133 mg, 0.41 mmol), and N,N-dimethylformamide (1.2 ml) were added to a reaction vessel, and then 3-bromopropylcarbamic acid tert-butyl ester (97 mg, 0.41 mmol) was added thereto. The resulting mixture was stirred at room temperature for 4 hours. The reaction solution was diluted with ethyl acetate (100 ml), and sequentially washed twice ... Starting materials: C1=C(C=CC2=CC=CC=C12)O (2-naphthol). The reagents and catalysts are C1=C(C=CC2=CC=CC=C12)O (2-naphthol). The solvent is C(Cl)(Cl)(Cl)Cl (CCl4), C(Cl)(Cl)(Cl)Cl (CCl4). Run at time 10 minute. Product: C1=CC=C2C(=C1)C=CC(=C2C3=C(C=CC4=CC=CC=C43)O)O ((R)-BINOL). The yield is 84.0%. Reaction SMILES: [CH:1]1[C:10]2[C:5](=[CH:6][CH:7]=[CH:8][CH:9]=2)[CH:4]=[CH:3][C:2]=1[OH:11]>C1C2C(=CC=CC=2)C=CC=1O.C(Cl)(Cl)(Cl)Cl>[CH:7]1[CH:6]=[C:5]2[CH:4]=[CH:3][C:2]([OH:11])=[C:1]([C:1]3[C:10]4[C:5](=[CH:6][CH:7]=[CH:8][CH:9]=4)[CH:4]=[CH:3][C:2]=3[OH:11])[C:10]2=[CH:9][CH:8]=1. Procedure: A two-neck round bottom flask (5 mL) was charged with a solution of catalyst 1c (12.2 mg, 0.02 mmol) in anhydrous CCl4 (1 mL). The solution was stirred for 10 min under an oxygen atmosphere and then treated with a solution of 2-naphthol (29 mg, 0.2 mmol) in anhydrous CCl4 (1 mL). The reaction mixture was stirred at 0° C. until the reaction was complete (monitored by TLC). The crude mixture was concentrated under reduced pressure, and purified by column chromatography (Ethyl acetate/Petroleum eth... The reactants are Cl (HCl), O1C(CCCC1)N1N=CC=C1C=1C=C2OCCN3C=C(N=C3C2=CC1)C1=NC=NN1C(C)C (12-[1-(oxan-2-yl)-1H-pyrazol-5-yl]-4-[1-(propan-2-yl)-1H-1,2,4-triazol-5-yl]-9-oxa-3,6-diazatricyclo[8.4.0.02,6]tetradeca-1(14),2,4,10,12-pentaene). Run in C(C)(=O)OCC (ethyl acetate), C(C)(=O)OCC (ethyl acetate). Reaction conditions: time 1 hour. Yields the product CC(C)N1N=CN=C1C=1N=C2C3=CC=C(C=C3OCCN2C1)C1=CC=NN1 (4-[1-(propan-2-yl)-1H-1,2,4-triazol-5-yl]-12-(1H-pyrazol-5-yl)-9-oxa-3,6-diazatricyclo[8.4.0.02,6]tetradeca-1(14),2,4,10,12-pentaene). Isolated yield 63.6%. Reaction SMILES: Cl.O1CCCCC1[N:8]1[C:12]([C:13]2[CH:14]=[C:15]3[C:24](=[CH:25][CH:26]=2)[C:23]2[N:19]([CH:20]=[C:21]([C:27]4[N:31]([CH:32]([CH3:34])[CH3:33])[N:30]=[CH:29][N:28]=4)[N:22]=2)[CH2:18][CH2:17][O:16]3)=[CH:11][CH:10]=[N:9]1>C(OCC)(=O)C>[CH3:34][CH:32]([N:31]1[C:27]([C:21]2[N:22]=[C:23]3[N:19]([CH:20]=2)[CH2:18][CH2:17][O:16][C:15]2[C:24]3=[CH:25][CH:26]=[C:13]([C:12]3[NH:8][N:9]=[CH:10][CH:11]=3)[CH:14]=2)=[N:28][CH:29]=[N:30]1)[CH3:33]. Procedure details: To a solution of 3N HCl in ethyl acetate at −20° C. (100 mL) was added dropwise a solution of 12-[1-(oxan-2-yl)-1H-pyrazol-5-yl]-4-[1-(propan-2-yl)-1H-1,2,4-triazol-5-yl]-9-oxa-3,6-diazatricyclo[8.4.0.02,6]tetradeca-1(14),2,4,10,12-pentaene (2.20 g, 6.09 mmol) in ethyl acetate (20.0 mL). After being stirred at this temperature for 1 h, the reaction mixture was warmed to room temperature and stirred for 3 hr. After removal of the solvent, the residue was treated with water and basified to pH arou... Starting materials: C(C(C)C)[Mg]Br (isobutyl magnesium bromide), BrC1=C(SC=2N(C(N(C(C21)=O)C)=O)CC(C)C)CC2=C(C=CC=C2)C(F)(F)F (5-Bromo-1-isobutyl-3-methyl-6-[2-(trifluoromethyl)benzyl]thieno[2,3-d]pyrimidine-2,4(1H,3H)-dione), C(=O)=O (carbon dioxide). Run in O1CCCC1 (tetrahydrofuran). Run at time 2 hour. The product is OCC1=C(SC=2N(C(N(C(C21)=O)C)=O)CC(C)C)CC2=C(C=CC=C2)C(F)(F)F (5-(Hydroxymethyl)-3-methyl-1-(2-methylpropyl)-6-[[2-(trifluoromethyl)phenyl]methyl]-thieno[2,3-d]pyrimidine-2,4(1H,3H)-dione). RXN SMILES: Br[C:2]1[C:10]2[C:9](=[O:11])[N:8]([CH3:12])[C:7](=[O:13])[N:6]([CH2:14][CH:15]([CH3:17])[CH3:16])[C:5]=2[S:4][C:3]=1[CH2:18][C:19]1[CH:24]=[CH:23][CH:22]=[CH:21][C:20]=1[C:25]([F:28])([F:27])[F:26].C([Mg]Br)C(C)C.[C:35](=O)=[O:36]>O1CCCC1>[OH:36][CH2:35][C:2]1[C:10]2[C:9](=[O:11])[N:8]([CH3:12])[C:7](=[O:13])[N:6]([CH2:14][CH:15]([CH3:17])[CH3:16])[C:5]=2[S:4][C:3]=1[CH2:18][C:19]1[CH:24]=[CH:23][CH:22]=[CH:21][C:20]=1[C:25]([F:28])([F:27])[F:26]. Reported procedure: 5-Bromo-1-isobutyl-3-methyl-6-[2-(trifluoromethyl)benzyl]thieno[2,3-d]pyrimidine-2,4(1H,3H)-dione (3.6 g, Example 1c)) was dissolved in tetrahydrofuran (150 ml) at room temperature under an atmosphere of nitrogen. To this solution was added isobutyl magnesium bromide (4.9 mls, 2M in tetrahydrofuran). After 30 mins carbon dioxide gas was passed through the reaction and stirred for 2 hrs. The reaction mixture was then concentrated in vacuo and redissolved in ethanol (100 ml). Concentrated HCl (1 m... Starting materials: FC(OC=1C=C(C=CC1)NN)(F)F (3-(trifluoromethoxy)phenylhydrazine), N1=CC=C(C=C1)C=O (pyridine-4-carbaldehyde). Product: N1=CC=C(C=C1)\C=N\NC1=CC(=CC=C1)OC(F)(F)F (N-[1-Pyridin-4-yl-meth-(E)-ylidene]-N′-(3-trifluoromethoxy-phenyl)-hydrazine). Isolated yield 40.0%. RXN SMILES: [F:1][C:2]([F:13])([F:12])[O:3][C:4]1[CH:5]=[C:6]([NH:10][NH2:11])[CH:7]=[CH:8][CH:9]=1.[N:14]1[CH:19]=[CH:18][C:17]([CH:20]=O)=[CH:16][CH:15]=1>>[N:14]1[CH:19]=[CH:18][C:17](/[CH:20]=[N:11]/[NH:10][C:6]2[CH:7]=[CH:8][CH:9]=[C:4]([O:3][C:2]([F:12])([F:13])[F:1])[CH:5]=2)=[CH:16][CH:15]=1. Procedure details: In analogy to the procedure described in Example 167A], 3-(trifluoromethoxy)phenylhydrazine and pyridine-4-carbaldehyde gave the title compound as a light yellow solid (40%). MS: 282.0 (MH+). The reactants are BrC=1C=C(N)C=CC1 (3-bromoaniline), C(OCC)(OCC)OCC (triethyl orthoformate), C(C)(=O)O (acetic acid), C(OCC)(OCC)OCC (triethyl orthoformate), [N+](=O)([O-])CC(=O)OCC (ethyl nitroacetate), C(C)(=O)O (acetic acid). The reagents and catalysts are [Fe] (iron). The product is BrC=1C=C(C=CC1)N1C=NC(=C1)C(=O)O (1-(3-Bromo-phenyl)-1H-imidazole-4-carboxylic Acid). As a reaction SMILES: [Br:1][C:2]1[CH:3]=[C:4]([CH:6]=[CH:7][CH:8]=1)[NH2:5].[CH:9](OCC)(OCC)OCC.[N+:19]([CH2:22]C(OCC)=O)([O-])=O.[C:28]([OH:31])(=[O:30])[CH3:29]>[Fe]>[Br:1][C:2]1[CH:3]=[C:4]([N:5]2[CH:9]=[C:29]([C:28]([OH:31])=[O:30])[N:19]=[CH:22]2)[CH:6]=[CH:7][CH:8]=1. Reported procedure: Following the general method described in example 234, 3-bromoaniline was reacted with triethyl orthoformate, ethyl nitroacetate and acetic acid followed by treatment with triethyl orthoformate, iron and acetic acid and subsequent alkaline hydrolysis. The title compound was obtained as a light brown crystalline solid. Mp. 205-207° C. (H2O/dioxane), MS: m/e=267 (M−H−). The reactants are BrC1=CC=C(C=C1)C=1N=C(OC1C)C1=CC=C(C=C1)C(F)(F)F (4-(4-bromo-phenyl)-5-methyl-2-(4-trifluoromethyl-phenyl)-oxazole), C(=O)C1=CC=C(C=C1)B(O)O (4-formylbenzeneboronic acid). Product: CC1=C(N=C(O1)C1=CC=C(C=C1)C(F)(F)F)C1=CC=C(C=C1)C1=CC=C(C=C1)C=O (4′-[5-Methyl-2-(4-trifluoromethyl-phenyl)-oxazol-4-yl]-biphenyl-4-carbaldehyde). As a reaction SMILES: Br[C:2]1[CH:7]=[CH:6][C:5]([C:8]2[N:9]=[C:10]([C:14]3[CH:19]=[CH:18][C:17]([C:20]([F:23])([F:22])[F:21])=[CH:16][CH:15]=3)[O:11][C:12]=2[CH3:13])=[CH:4][CH:3]=1.[CH:24]([C:26]1[CH:31]=[CH:30][C:29](B(O)O)=[CH:28][CH:27]=1)=[O:25]>>[CH3:13][C:12]1[O:11][C:10]([C:14]2[CH:19]=[CH:18][C:17]([C:20]([F:23])([F:22])[F:21])=[CH:16][CH:15]=2)=[N:9][C:8]=1[C:5]1[CH:6]=[CH:7][C:2]([C:29]2[CH:30]=[CH:31][C:26]([CH:24]=[O:25])=[CH:27][CH:28]=2)=[CH:3][CH:4]=1. Reported procedure: This compound was prepared from 4-(4-bromo-phenyl)-5-methyl-2-(4-trifluoromethyl-phenyl)-oxazole, and 4-formylbenzeneboronic acid in substantially the same manner, as described in Example 1 step c, and was obtained as an off-white solid; MS m/e 407 (M+); Starting materials: O=C(NCCC1CC1)c1ccc(N2CCNCC2)nn1, Fc1ccc(CCl)c(Cl)c1. Yields the product O=C(NCCC1CC1)c1ccc(N2CCN(Cc3ccc(F)cc3Cl)CC2)nn1. RXN SMILES: [CH:11]1([CH2:14][CH2:15][NH:16][C:17](=[O:18])[c:19]2[n:20][n:21][c:22]([N:25]3[CH2:26][CH2:27][NH:28][CH2:29][CH2:30]3)[cH:23][cH:24]2)[CH2:12][CH2:13]1.[Cl:1][c:2]1[c:3]([CH2:4][Cl:5])[cH:6][cH:7][c:8]([F:10])[cH:9]1>>[Cl:1][c:2]1[c:3]([CH2:4][N:28]2[CH2:27][CH2:26][N:25]([c:22]3[n:21][n:20][c:19]([C:17]([NH:16][CH2:15][CH2:14][CH:11]4[CH2:12][CH2:13]4)=[O:18])[cH:24][cH:23]3)[CH2:30][CH2:29]2)[cH:6][cH:7][c:8]([F:10])[cH:9]1. The reactants are BrC=1C=C(C(=O)O)C=CC1C (3-Bromo-4-methylbenzoic acid), H-benzo[d] [1,2,3]triazol-1-ol, Cl.CN(CCCN=C=NCC)C (N-(3-dimethylaminopropyl)-N′-ethylcarbodiimide hydrochloride), C1(CC1)N (cyclopropylamine). Solvent: ClCCl (dichloromethane), ClCCl (dichloromethane). Conditions: time 16 hour. The product is BrC=1C=C(C(=O)NC2CC2)C=CC1C (3-bromo-N-cyclopropyl-4-methylbenzamide). RXN SMILES: [Br:1][C:2]1[CH:3]=[C:4]([CH:8]=[CH:9][C:10]=1[CH3:11])[C:5]([OH:7])=O.Cl.CN(C)[CH2:15][CH2:16][CH2:17][N:18]=C=NCC.C1(N)CC1>ClCCl>[Br:1][C:2]1[CH:3]=[C:4]([CH:8]=[CH:9][C:10]=1[CH3:11])[C:5]([NH:18][CH:17]1[CH2:15][CH2:16]1)=[O:7] |f:1.2|. Procedure details: 3-Bromo-4-methylbenzoic acid (8.35 g, 33 mmol), I H-benzo[d] [1,2,3]triazol-1-ol (4.44 g, 33 mmol), N-(3-dimethylaminopropyl)-N′-ethylcarbodiimide hydrochloride (6.31 g, 33 mmol), and cyclopropylamine (2.5 mL, 36 mmol) were dissolved in dichloromethane (20 mL) and stirred at RT for 16 h. The reaction was diluted with dichloromethane (100 mL), washed 3× with 50 mL of sodium bicarbonate (saturated, aqueous) and 2× with 50 mL of 3 N HCl (aqueous). The organic layer was separated, dried over sodium ...